From a dataset of the Open Reaction Database (ORD), a public repository of structured organic reaction records. describe an organic reaction: reactants, conditions, products, and yield Starting materials: BrCc1ccccc1, O=C([O-])[O-], CCC(C)=O, [K+], [K+], CCCc1c(O)ccc(C(=O)OC)c1O. The product is CCCc1c(OCc2ccccc2)ccc(C(=O)OC)c1O. RXN SMILES: [Br:16][CH2:17][c:18]1[cH:19][cH:20][cH:21][cH:22][cH:23]1.[C:24](=[O:25])([O-:26])[O-:27].[CH3:30][C:31](=[O:32])[CH2:33][CH3:34].[K+:28].[K+:29].[OH:1][c:2]1[c:3]([C:4](=[O:5])[O:6][CH3:7])[cH:8][cH:9][c:10]([OH:15])[c:11]1[CH2:12][CH2:13][CH3:14]>>[OH:1][c:2]1[c:3]([C:4](=[O:5])[O:6][CH3:7])[cH:8][cH:9][c:10]([O:15][CH2:17][c:18]2[cH:19][cH:20][cH:21][cH:22][cH:23]2)[c:11]1[CH2:12][CH2:13][CH3:14]. Isolated yield 32.0%. Reaction SMILES: [C:1]1(=[O:12])[C:10]2[C:5](=[CH:6][CH:7]=[CH:8][CH:9]=2)[C:4](=[O:11])[CH:3]=[CH:2]1.[CH2:13]([N:21]1[CH:25]=[CH:24][CH:23]=[CH:22]1)[CH2:14][CH2:15][CH2:16][CH2:17][CH2:18][CH2:19][CH3:20].C1(C)C=CC(S(O)(=O)=O)=CC=1>C(Cl)(Cl)Cl>[CH2:13]([N:21]1[CH:22]=[CH:23][CH:24]=[C:25]1[C:3]1[C:4](=[O:11])[C:5]2[C:10]([C:1](=[O:12])[CH:2]=1)=[CH:9][CH:8]=[CH:7][CH:6]=2)[CH2:14][CH2:15][CH2:16][CH2:17][CH2:18][CH2:19][CH3:20]. Procedure: 6.32 millimol of 1,4-naphthoquinone and 3.16 millimol of N-octylpyrrole were stirred in 50 ml of chloroform in a round-bottomed flask for 5 hours at room temperature, the reaction being catalysed by addition of a few milligrams of para-toluenesulphonic acid. The reaction medium was diluted with 50 ml of chloroform and then washed four times with 50 ml of water and finally with saturated aqueous NaCl solution. The resulting organic phase was dried over Na2SO4 and then concentrated under vacuum. T... Product: C(CCCCCCC)N1C(=CC=C1)C=1C(C2=CC=CC=C2C(C1)=O)=O (2-(1-octyl-1H-pyrrol-2-yl)-[1,4]-naphthoquinone). Solvent: C(Cl)(Cl)Cl (chloroform), C(Cl)(Cl)Cl (chloroform). Reactants: C1(C=CC(C2=CC=CC=C12)=O)=O (1,4-naphthoquinone), C(CCCCCCC)N1C=CC=C1 (N-octylpyrrole), C1(=CC=C(C=C1)S(=O)(=O)O)C (para-toluenesulphonic acid). Reactants: COCCCOc1cc(CC(CC(NC(=O)OC(C)(C)C)C2CC(C)C(=O)O2)C(C)C)ccc1OC, COCCOC, [Li+], [OH-], O. Product: COCCCOc1cc(CC(CC(NC(=O)OC(C)(C)C)C(O)CC(C)C(=O)O)C(C)C)ccc1OC. RXN SMILES: [C:3]([CH3:4])([CH3:5])([CH3:6])[O:7][C:8](=[O:9])[NH:10][CH:11]([CH2:12][CH:13]([CH2:14][c:15]1[cH:16][c:17]([O:23][CH2:24][CH2:25][CH2:26][O:27][CH3:28])[c:18]([O:21][CH3:22])[cH:19][cH:20]1)[CH:29]([CH3:30])[CH3:31])[CH:32]1[O:33][C:34](=[O:38])[CH:35]([CH3:37])[CH2:36]1.[CH3:40][O:41][CH2:42][CH2:43][O:44][CH3:45].[Li+:1].[OH-:2].[OH2:39]>>[OH:2][CH:32]([CH:11]([NH:10][C:8]([O:7][C:3]([CH3:4])([CH3:5])[CH3:6])=[O:9])[CH2:12][CH:13]([CH2:14][c:15]1[cH:16][c:17]([O:23][CH2:24][CH2:25][CH2:26][O:27][CH3:28])[c:18]([O:21][CH3:22])[cH:19][cH:20]1)[CH:29]([CH3:30])[CH3:31])[CH2:36][CH:35]([C:34]([OH:33])=[O:38])[CH3:37]. Reactants: COC1=C(C=CC=C1)P(C1=C(C=CC=C1)OC)C1=C(C=CC=C1)OC (tris(2-methoxyphenyl)phosphine), CC1=CC=C(C=C1)B(O)O (4-methylphenylboronic acid), C(=O)(O)[O-].[Na+] (NaHCO3), CC1=CC=C(C=C1)B(O)O (4-methylphenylboronic acid), COC1=C(C=CC=C1)P(C1=C(C=CC=C1)OC)C1=C(C=CC=C1)OC (tris(2-methoxyphenyl)phosphine), ClC=1C=C(C(=O)OC)C=C(N1)Cl (methyl 2,6-dichloroisonicotinate), P(=O)([O-])([O-])[O-].[K+].[K+].[K+] (tripotassium phosphate), C(=C)(C)B1OC(C(O1)(C)C)(C)C (2-isopropenyl-4,4,5,5-tetramethyl-1,3,2-dioxaborolane). The reagents and catalysts are C(C)(=O)[O-].[Pd+2].C(C)(=O)[O-] (palladium(II) acetate), C(C)(=O)[O-].[Pd+2].C(C)(=O)[O-] (palladium(II) acetate). The solvent is C1CCOC1 (THF), C1CCOC1 (THF), C1CCOC1 (THF), O (water). Run at temperature 63 celsius, time 4 hour. Yields the product CC1=CC=C(C=C1)C1=NC(=CC(=C1)C(=O)OC)C(=C)C (Methyl 2-(4-methylphenyl)-6-(prop-1-en-2-yl)pyridine-4-carboxylate). Yield: 376.0%. As a reaction SMILES: CO[C:3]1[CH:8]=CC=C[C:4]=1P(C1C=CC=CC=1OC)C1C=CC=CC=1OC.Cl[C:27]1[CH:28]=[C:29]([CH:34]=[C:35](Cl)[N:36]=1)[C:30]([O:32][CH3:33])=[O:31].P([O-])([O-])([O-])=O.[K+].[K+].[K+].C(B1OC(C)(C)C(C)(C)O1)(C)=C.[CH3:58][C:59]1[CH:64]=[CH:63][C:62](B(O)O)=[CH:61][CH:60]=1.C([O-])(O)=O.[Na+]>C1COCC1.O.C([O-])(=O)C.[Pd+2].C([O-])(=O)C>[CH3:58][C:59]1[CH:64]=[CH:63][C:62]([C:27]2[CH:28]=[C:29]([C:30]([O:32][CH3:33])=[O:31])[CH:34]=[C:35]([C:3]([CH3:8])=[CH2:4])[N:36]=2)=[CH:61][CH:60]=1 |f:2.3.4.5,8.9,12.13.14|. Reported procedure: To a degassed solution of palladium(II) acetate (21.8 mg, 0.10 mmol) and tris(2-methoxyphenyl)phosphine (68.4 mg, 0.19 mmol) in THF (1 mL) was added a degassed mixture of methyl 2,6-dichloroisonicotinate (250 mg, 1.21 mmol), tripotassium phosphate (386 mg, 1.82 mmol), and 2-isopropenyl-4,4,5,5-tetramethyl-1,3,2-dioxaborolane (0.285 mL, 1.52 mmol) in THF (1.5 mL) and water (0.625 mL). The mixture was heated to 63° C. After 4 h, a degassed solution of 4-methylphenylboronic acid (247 mg, 1.82 mmol)... The reactants are O=C1CCC(=O)N1Br, O=C([O-])O, CC(NC(=O)OCc1ccccc1)C(=O)O, CC1(C)C=Cc2cc(C#N)ccc2O1, ClC(Cl)Cl, [Na+]. Yields the product CC(NC(=O)OCc1ccccc1)C(=O)OC1c2cc(C#N)ccc2OC(C)(C)C1Br. RXN SMILES: [Br:1][N:2]1[C:3](=[O:4])[CH2:5][CH2:6][C:7]1=[O:8].[C:39](=[O:40])([OH:41])[O-:42].[CH2:23]([c:24]1[cH:25][cH:26][cH:27][cH:28][cH:29]1)[O:30][C:31](=[O:32])[NH:33][CH:34]([CH3:35])[C:36](=[O:37])[OH:38].[CH3:9][C:10]1([CH3:22])[O:11][c:12]2[c:13]([cH:16][c:17]([C:20]#[N:21])[cH:18][cH:19]2)[CH:14]=[CH:15]1.[CH:44]([Cl:45])([Cl:46])[Cl:47].[Na+:43]>>[Br:1][CH:15]1[C:10]([CH3:9])([CH3:22])[O:11][c:12]2[c:13]([cH:16][c:17]([C:20]#[N:21])[cH:18][cH:19]2)[CH:14]1[O:38][C:36]([CH:34]([NH:33][C:31]([O:30][CH2:23][c:24]1[cH:25][cH:26][cH:27][cH:28][cH:29]1)=[O:32])[CH3:35])=[O:37]. The product is O=[N+]([O-])c1ccc(Cn2c(S(=O)(=O)C(F)(F)C(F)F)nc(-c3ccc(F)cc3)c2-c2ccc(F)cc2)cc1. The reactants are O=C([O-])[O-], ClCCl, Cc1ccccc1, CN(C)C=O, O=S(=O)(c1nc(-c2ccc(F)cc2)c(-c2ccc(F)cc2)[nH]1)C(F)(F)C(F)F, [K+], [K+], O=[N+]([O-])c1ccc(CBr)cc1, O, c1c[nH]cn1. RXN SMILES: [C:40](=[O:41])([O-:42])[O-:43].[CH2:51]([Cl:52])[Cl:53].[CH3:54][c:55]1[cH:56][cH:57][cH:58][cH:59][cH:60]1.[CH3:62][N:63]([CH3:64])[CH:65]=[O:66].[F:1][c:2]1[cH:3][cH:4][c:5](-[c:8]2[n:9][c:10]([S:20](=[O:21])(=[O:22])[C:23]([CH:24]([F:25])[F:26])([F:27])[F:28])[nH:11][c:12]2-[c:13]2[cH:14][cH:15][c:16]([F:19])[cH:17][cH:18]2)[cH:6][cH:7]1.[K+:44].[K+:45].[N+:29](=[O:30])([O-:31])[c:32]1[cH:33][cH:34][c:35]([CH2:36][Br:37])[cH:38][cH:39]1.[OH2:61].[nH:46]1[cH:47][cH:48][n:49][cH:50]1>>[F:1][c:2]1[cH:3][cH:4][c:5](-[c:8]2[n:9][c:10]([S:20](=[O:21])(=[O:22])[C:23]([CH:24]([F:25])[F:26])([F:27])[F:28])[n:11]([CH2:36][c:35]3[cH:34][cH:33][c:32]([N+:29](=[O:30])[O-:31])[cH:39][cH:38]3)[c:12]2-[c:13]2[cH:14][cH:15][c:16]([F:19])[cH:17][cH:18]2)[cH:6][cH:7]1.